This data is from the Open Reaction Database (ORD), a public repository of structured organic reaction records. The task is: describe an organic reaction: reactants, conditions, products, and yield Reactants: CC(C)(C)[O-], NCl, Cc1cc2cc(F)ccc2[nH]1, [K+], CN(C)C=O. Product: Cc1cc2cc(F)ccc2n1N. RXN SMILES: [CH3:1][C:2]([CH3:3])([O-:4])[CH3:5].[Cl:18][NH2:19].[F:7][c:8]1[cH:9][c:10]2[cH:11][c:12]([CH3:17])[nH:13][c:14]2[cH:15][cH:16]1.[K+:6].[O:20]=[CH:21][N:22]([CH3:23])[CH3:24]>>[F:7][c:8]1[cH:9][c:10]2[cH:11][c:12]([CH3:17])[n:13]([NH2:19])[c:14]2[cH:15][cH:16]1. Reactants: [Br-], CCN(CC)Cc1ccc(C#N)cc1, C[Mg+], CCOCC, Cc1ccccc1. Yields the product CCN(CC)Cc1ccc(C(C)=O)cc1. RXN SMILES: [Br-:15].[CH2:1]([CH3:2])[N:3]([CH2:4][CH3:5])[CH2:6][c:7]1[cH:8][cH:9][c:10]([C:11]#[N:12])[cH:13][cH:14]1.[CH3:16][Mg+:17].[CH3:18][CH2:19][O:20][CH2:21][CH3:22].[CH3:23][c:24]1[cH:25][cH:26][cH:27][cH:28][cH:29]1>>[CH2:1]([CH3:2])[N:3]([CH2:4][CH3:5])[CH2:6][c:7]1[cH:8][cH:9][c:10]([C:21](=[O:20])[CH3:22])[cH:13][cH:14]1. Procedure details: A mixture of hexahydro-4-[2-(1H-imidazol-1-yl)ethyl]-1H-azepine-carboxaldehyde (11 g, 0.05M) in dioxane (1.65 ml) and 2N HCl (82 ml) was heated and refluxed for 15 hrs. The solvent was removed, water (100 ml) was added and the resulting mixture was washed with methylene chloride (3×20 ml). After washing, the aqueous solution was basified with 4N NaOH to pH 12 and extracted with methylene chloride (4×75 ml). The combined extracts, dried over sodium sulfate, were stripped to yield hexahydro-4-[2-(... Starting materials: N1(C=NC=C1)CCC1CC(NCCC1)C=O (hexahydro-4-[2-(1H-imidazol-1-yl)ethyl]-1H-azepine-carboxaldehyde). Reaction SMILES: [N:1]1([CH2:6][CH2:7][CH:8]2[CH2:14][CH2:13][CH2:12][NH:11][CH:10](C=O)[CH2:9]2)[CH:5]=[CH:4][N:3]=[CH:2]1>O1CCOCC1.Cl>[N:1]1([CH2:6][CH2:7][CH:8]2[CH2:14][CH2:13][CH2:12][NH:11][CH2:10][CH2:9]2)[CH:5]=[CH:4][N:3]=[CH:2]1. Product: N1(C=NC=C1)CCC1CCNCCC1 (hexahydro-4-[2-(1H-imidazol-1-yl)ethyl]-1H-azepine). Isolated yield 62.4%. Solvent: O1CCOCC1 (dioxane), Cl (HCl). Starting materials: ClC1=CC=C(C(C#N)C2=C(C=C(C=C2Cl)N2N=CCNC2=O)Cl)C=C1 (2-[4-(4-chloro-α-cyanobenzyl)-3,5-dichlorophenyl]-4,5-dihydro-1,2,4-triazin-3(2H)-one), OO (hydrogen peroxide), ice water. Run in C(C)(=O)O (acetic acid). Reaction conditions: time 3 hour. Yields the product ClC1=CC=C(C(C#N)C2=C(C=C(C=C2Cl)N2N=CC(NC2=O)=O)Cl)C=C1 (2-[4-(4-chloro-α-cyanobenzyl)-3,5-dichlorophenyl]-1,2,4-triazine-3,5(2H,4H)-dione). As a reaction SMILES: [Cl:1][C:2]1[CH:25]=[CH:24][C:5]([CH:6]([C:9]2[C:14]([Cl:15])=[CH:13][C:12]([N:16]3[C:21](=[O:22])[NH:20][CH2:19][CH:18]=[N:17]3)=[CH:11][C:10]=2[Cl:23])[C:7]#[N:8])=[CH:4][CH:3]=1.[OH:26]O>C(O)(=O)C>[Cl:1][C:2]1[CH:3]=[CH:4][C:5]([CH:6]([C:9]2[C:14]([Cl:15])=[CH:13][C:12]([N:16]3[C:21](=[O:22])[NH:20][C:19](=[O:26])[CH:18]=[N:17]3)=[CH:11][C:10]=2[Cl:23])[C:7]#[N:8])=[CH:24][CH:25]=1. Procedure: In 20 ml of acetic acid was dissolved 2.0 g of 2-[4-(4-chloro-α-cyanobenzyl)-3,5-dichlorophenyl]-4,5-dihydro-1,2,4-triazin-3(2H)-one. To the solution was added three times as much mol. of 30% hydrogen peroxide. The reaction was allowed to proceed for 3 hours at 100° C. After completion of the reaction, the reaction mixture was poured into ice-water. Resulting crystalline precipitate was collected by filtration to afford 1.8 g of the titled compound as colorless crystals, m.p. 290-292° C. Reactants: FC=1C=C(C(=O)O)C=CC1[N+](=O)[O-] (3-Fluoro-4-nitrobenzoic acid), N1=CC(=CC=C1)CN (3-pyridylmethylamine), C(C)(C)N(C(C)C)CC (N,N-diisopropylethylamine), Cl.CN(CCCN=C=NCC)C (1-(3-dimethylaminopropyl)-3-ethylcarbodiimide hydrochloride), O.ON1N=NC2=C1C=CC=C2 (1-hydroxybenzotriazole monohydrate). Solvent: C(C)#N (acetonitrile), C(O)([O-])=O.[Na+] (sodium hydrogencarbonate). Reaction conditions: time 20 hour. Yields the product FC=1C=C(C(=O)NCC=2C=NC=CC2)C=CC1[N+](=O)[O-] (3-Fluoro-4-nitro-N-(3-pyridylmethyl)benzamide). Reaction SMILES: [F:1][C:2]1[CH:3]=[C:4]([CH:8]=[CH:9][C:10]=1[N+:11]([O-:13])=[O:12])[C:5]([OH:7])=O.[N:14]1[CH:19]=[CH:18][CH:17]=[C:16]([CH2:20][NH2:21])[CH:15]=1.C(N(CC)C(C)C)(C)C.Cl.CN(C)CCCN=C=NCC.O.ON1C2C=CC=CC=2N=N1>C(=O)([O-])O.[Na+].C(#N)C>[F:1][C:2]1[CH:3]=[C:4]([CH:8]=[CH:9][C:10]=1[N+:11]([O-:13])=[O:12])[C:5]([NH:21][CH2:20][C:16]1[CH:15]=[N:14][CH:19]=[CH:18][CH:17]=1)=[O:7] |f:3.4,5.6,7.8|. Reported procedure: 3-Fluoro-4-nitrobenzoic acid 2.78 g, 3-pyridylmethylamine 1.55 mL, N,N-diisopropylethylamine 2.61 mL, 1-(3-dimethylaminopropyl)-3-ethylcarbodiimide hydrochloride 4.31 g, 1-hydroxybenzotriazole monohydrate 2.98 g and acetonitrile 39 mL were mixed and stirred for 20 hours. The reaction liquid was poured in saturated aqueous sodium hydrogencarbonate solution and extracted with ethyl acetate. The organic layer was washed with saturated aqueous sodium hydrogencarbonate solution and saturated brine by... Starting materials: CN(C)C(=[N+](C)C)ON1C2=C(C=CC=C2)N=N1.[B-](F)(F)(F)F (TBTU), C(C)(C)(C)OC(=O)N1CCC(CC1)C(=O)O (piperidine-1,4-dicarboxylic acid mono-tert-butyl ester), C(C)(C)N(CC)C(C)C (diisopropylethylamine), FC(C(=O)O)(F)F.COC(C1=CC=C(C=C1)C1=CC(=NC=C1)CN)=O (4-(2-aminomethyl-pyridin-4-yl)-benzoic acid methyl ester trifluoroacetic acid salt), C(C)(C)N(CC)C(C)C (diisopropylethylamine). The solvent is C(Cl)Cl (CH2Cl2), C(Cl)Cl (CH2Cl2). Conditions: time 5 minute. The product is C(C)(C)(C)OC(=O)N1CCC(CC1)C(NCC1=NC=CC(=C1)C1=CC=C(C=C1)C(=O)OC)=O (4-[[4-(4-methoxycarbonyl-phenyl)-pyridin-2-ylmethyl]-carbamoyl]-piperidine-1-carboxylic acid tert-butyl ester). The yield is 100.3%. Reaction SMILES: [C:1]([O:5][C:6]([N:8]1[CH2:13][CH2:12][CH:11]([C:14]([OH:16])=O)[CH2:10][CH2:9]1)=[O:7])([CH3:4])([CH3:3])[CH3:2].C(N(C(C)C)CC)(C)C.CN(C(ON1N=NC2C=CC=CC1=2)=[N+](C)C)C.[B-](F)(F)(F)F.FC(F)(F)C(O)=O.[CH3:55][O:56][C:57](=[O:72])[C:58]1[CH:63]=[CH:62][C:61]([C:64]2[CH:69]=[CH:68][N:67]=[C:66]([CH2:70][NH2:71])[CH:65]=2)=[CH:60][CH:59]=1>C(Cl)Cl>[C:1]([O:5][C:6]([N:8]1[CH2:9][CH2:10][CH:11]([C:14](=[O:16])[NH:71][CH2:70][C:66]2[CH:65]=[C:64]([C:61]3[CH:62]=[CH:63][C:58]([C:57]([O:56][CH3:55])=[O:72])=[CH:59][CH:60]=3)[CH:69]=[CH:68][N:67]=2)[CH2:12][CH2:13]1)=[O:7])([CH3:2])([CH3:3])[CH3:4] |f:2.3,4.5|. Procedure: To a solution of piperidine-1,4-dicarboxylic acid mono-tert-butyl ester (275 mg, 1.2 mmol) in CH2Cl2 (2 ml) was added diisopropylethylamine (0.23 ml, 1.32 mmol). The resulting solution was stirred for 5 minutes then TBTU (337 mg, 1.26 mmol) was added and stirred for 20 minutes. To the reaction mixture was added a solution of 4-(2-aminomethyl-pyridin-4-yl)-benzoic acid methyl ester trifluoroacetic acid salt (356 mg, 1 mmol, reference example 103a) and diisopropylethylamine (0.192 ml, 1.1 mmol) in... Reactants: OCS(=O)[O-].[Na+] (sodium hydroxymethanesulfinate), C(C)(C)(C)OO (tert-Butyl hydroperoxide), polyvinyl alcohol, polyvinyl alcohol, C=C (ethylene), C(C)(=O)OC=C (vinyl acetate), C(C)(=O)OC=C (vinyl acetate), C=C (ethylene), C(C=C)(=O)OC12CCC(CC1)C2 (norbornyl acrylate). The reagents and catalysts are S(=O)(=O)([O-])[O-].[NH4+].[Fe+] (iron ammonium sulfate). The solvent is O (water), O (water). Conditions: temperature 60 celsius. Yields the product C(C)(=O)OC=C.C(C=C)(=O)OC12CCC(CC1)C2.C=C (Vinyl Acetate norbornyl Acrylate ethylene). As a reaction SMILES: [C:1]([O:4][CH:5]=[CH2:6])(=[O:3])[CH3:2].C=C.[C:9](OO)(C)(C)[CH3:10].OCS([O-])=O.[Na+].[C:21]([O:25][C:26]12[CH2:32][CH:29]([CH2:30][CH2:31]1)[CH2:28][CH2:27]2)(=[O:24])[CH:22]=[CH2:23]>O.S([O-])([O-])(=O)=O.[NH4+].[Fe+]>[C:1]([O:4][CH:5]=[CH2:6])(=[O:3])[CH3:2].[C:21]([O:25][C:26]12[CH2:32][CH:29]([CH2:28][CH2:27]1)[CH2:30][CH2:31]2)(=[O:24])[CH:22]=[CH2:23].[CH2:9]=[CH2:10] |f:3.4,7.8.9,10.11.12|. Procedure: 932 g of water, 466 g of a 20% strength, aqueous solution of a polyvinyl alcohol having a degree of hydrolysis of 88 mol % and a Höppler viscosity of 4 mPas, 5 g of iron ammonium sulfate (1% strength in water) and 1170 g of vinyl acetate were initially introduced into a polymerization vessel having a volume of 5 liters and were heated to 60° C. At the same time, 40 bar of ethylene were forced in. tert-Butyl hydroperoxide (3% strength in water) and brüggolite (sodium hydroxymethanesulfinate) (5% ... The reactants are N1(C=NC=C1)C=1C=CC(=C([C@@H](OC([C@@H](C)C2=CC3=CC=C(C=C3C=C2)OC)=O)C2=C(C=C(C(=O)OC)C=C2C)C)C1)C (Methyl (R)-4-[5-(1-imidazolyl)-α-{(S)-2-(6-methoxy-2-naphthyl)propionyloxy}-2-methylbenzyl]-3,5-dimethylbenzoate), solution, [OH-].[Na+] (sodium hydroxide). The solvent is CO (methanol). Reaction conditions: temperature 60 celsius, time 2 hour. The product is O[C@H](C1=C(C=CC(=C1)N1C=NC=C1)C)C1=C(C=C(C(=O)O)C=C1C)C ((R)-4-[α-hydroxy-5-(1-imidazolyl)-2-methylbenzyl]-3,5-dimethylbenzoic acid). The yield is 85.1%. Reaction SMILES: [N:1]1([C:6]2[CH:7]=[CH:8][C:9]([CH3:42])=[C:10]([CH:41]=2)[C@H:11]([C:29]2[C:38]([CH3:39])=[CH:37][C:32]([C:33]([O:35]C)=[O:34])=[CH:31][C:30]=2[CH3:40])[O:12]C(=O)[C@H](C2C=CC3C(=CC=C(OC)C=3)C=2)C)[CH:5]=[CH:4][N:3]=[CH:2]1.[OH-].[Na+]>CO>[OH:12][C@@H:11]([C:29]1[C:30]([CH3:40])=[CH:31][C:32]([C:33]([OH:35])=[O:34])=[CH:37][C:38]=1[CH3:39])[C:10]1[CH:41]=[C:6]([N:1]2[CH:5]=[CH:4][N:3]=[CH:2]2)[CH:7]=[CH:8][C:9]=1[CH3:42] |f:1.2|. Procedure details: Methyl (R)-4-[5-(1-imidazolyl)-α-{(S)-2-(6-methoxy-2-naphthyl)propionyloxy}-2-methylbenzyl]-3,5-dimethylbenzoate (35 g) obtained in Example 9 was suspended in methanol (280 ml) and an aqueous solution (70 ml) containing sodium hydroxide (6.2 g) was added, which was followed by stirring at 60° C. for 2 hours. The reaction mixture was concentrated and to the residue were added dimethylformamide (210 ml) and water (210 ml), which was followed by neutralization with glacial acetic acid (17.5 ml). Th... The reactants are C(C)(=O)NC1CCC(N2N(C1=O)C(CCC2)C(=O)NC(CC(=O)OC(C)(C)C)C(COC(C2=C(C=CC=C2Cl)Cl)=O)O)=O (t-Butyl 3-[9-acetylamino-6,10-dioxo-1,2,3,4,7,8,9,10-octahydro-6H-pyridazino[1,2-a][1,2]diazepine-1-carboxamido)-5-(2,6-dichlorobenzoyloxy)-4-hydroxypentanoate), 216e, [K+].[Br-] (KBr). The solvent is C(Cl)Cl (CH2Cl2). Yields the product C(C)(=O)NC1CCC(N2N(C1=O)C(CCC2)C(=O)NC(CC(=O)OC(C)(C)C)C(COC(C2=C(C=CC=C2Cl)Cl)=O)=O)=O (t-Butyl 3-(9-acetylamino-6,10-dioxo-1,2,3,4,7,8,9,10-octahydro-6H-pyridazino[1,2-a][1,2]diazepine-1-carboxamido)-5-(2,6-dichlorobenzoyloxy)-4-oxopentanoate). RXN SMILES: [C:1]([NH:4][CH:5]1[C:11](=[O:12])[N:10]2[CH:13]([C:17]([NH:19][CH:20]([CH:29]([OH:42])[CH2:30][O:31][C:32](=[O:41])[C:33]3[C:38]([Cl:39])=[CH:37][CH:36]=[CH:35][C:34]=3[Cl:40])[CH2:21][C:22]([O:24][C:25]([CH3:28])([CH3:27])[CH3:26])=[O:23])=[O:18])[CH2:14][CH2:15][CH2:16][N:9]2[C:8](=[O:43])[CH2:7][CH2:6]1)(=[O:3])[CH3:2].[K+].[Br-]>C(Cl)Cl>[C:1]([NH:4][CH:5]1[C:11](=[O:12])[N:10]2[CH:13]([C:17]([NH:19][CH:20]([C:29](=[O:42])[CH2:30][O:31][C:32](=[O:41])[C:33]3[C:34]([Cl:40])=[CH:35][CH:36]=[CH:37][C:38]=3[Cl:39])[CH2:21][C:22]([O:24][C:25]([CH3:27])([CH3:26])[CH3:28])=[O:23])=[O:18])[CH2:14][CH2:15][CH2:16][N:9]2[C:8](=[O:43])[CH2:7][CH2:6]1)(=[O:3])[CH3:2] |f:1.2|. Reported procedure: was synthesized from 215c by the same method as compound 216e as a glassy white solid (300 mg, 83%): mp 80-125° C.; [α]D23 −89.1 (c 1.08, CH2Cl2); IR (KBr) 3356, 2979, 2935, 1740, 1659, 1532, 1434, 1369, 1276, 1260, 1151; 1H NMR (CDCl3) δ7.39-7.32 (3H, m), 7.13 (1H, d), 6.34 (1H, d), 5.22-5.17 (1H, m), 5.11 (1H, d), 5.04 (1H, d), 4.99-4.88 (2H, m), 4.64-4.52 (1H, m), 3.29-3.11 (1H, m), 3.05-2.67 (4H, m), 2.39-2.29 (1H, m), 2.02 (3H, s), 1.98-1.75 (4H, m), 1.46 (9H, s); Anal. Calcd for C28H34N4Cl... Reaction SMILES: [C:1]([CH3:2])(=[O:3])[O:4][CH2:5][C:6]12[CH2:7][CH2:8][CH2:9][CH:10]1[CH:11]1[CH2:12][CH2:13][CH:14]3[CH2:15][CH:16]([OH:24])[CH2:17][CH2:18][C:19]3([CH3:20])[CH:21]1[CH2:22][CH2:23]2.[NH:25]=[N+:26]=[N-:27]>>[C:1]([CH3:2])(=[O:3])[O:4][CH2:5][C:6]12[CH2:7][CH2:8][CH2:9][CH:10]1[CH:11]1[CH2:12][CH2:13][CH:14]3[CH2:15][CH:16]([N:25]=[N+:26]=[N-:27])[CH2:17][CH2:18][C:19]3([CH3:20])[CH:21]1[CH2:22][CH2:23]2. Yields the product CC(=O)OCC12CCCC1C1CCC3CC(N=[N+]=[N-])CCC3(C)C1CC2. Reactants: CC(=O)OCC12CCCC1C1CCC3CC(O)CCC3(C)C1CC2, [N-]=[N+]=N.